From a dataset of the Open Reaction Database (ORD), a public repository of structured organic reaction records. describe an organic reaction: reactants, conditions, products, and yield Reactants: C(C)(=O)O (Acetic acid), ClC1=NC=CC(=N1)C (2-chloro-4-methylpyrimidine), BrC=1C=C(N)C=C(C1)C (3-bromo-5-methylaniline). The solvent is O1CCOCC1 (dioxane). Reaction conditions: temperature 120 celsius. Yields the product BrC=1C=C(C=C(C1)C)NC1=NC=CC(=N1)C (N-(3-bromo-5-methylphenyl)-4-methylpyrimidin-2-amine). Yield: 100.0%. As a reaction SMILES: C(O)(=O)C.Cl[C:6]1[N:11]=[C:10]([CH3:12])[CH:9]=[CH:8][N:7]=1.[Br:13][C:14]1[CH:15]=[C:16]([CH:18]=[C:19]([CH3:21])[CH:20]=1)[NH2:17]>O1CCOCC1>[Br:13][C:14]1[CH:15]=[C:16]([NH:17][C:6]2[N:11]=[C:10]([CH3:12])[CH:9]=[CH:8][N:7]=2)[CH:18]=[C:19]([CH3:21])[CH:20]=1. Procedure: Acetic acid (0.234 mL, 4.08 mmol) was added to 2-chloro-4-methylpyrimidine (0.5 g, 3.89 mmol) and 3-bromo-5-methylaniline (1.096 g, 3.89 mmol) suspended in dioxane (7.78 mL). The reaction was heated to 120° C. overnight. Then, the reaction was cooled to room temperature and was directly purified by column chromatography on silica gel eluting with ethyl acetate/hexanes to give N-(3-bromo-5-methylphenyl)-4-methylpyrimidin-2-amine (1.08 g, 3.89 mmol, quant.) as a white solid. MS ESI: [M+H]+ m/z 278... The reactants are 5-L, CN(C=O)C (dimethyl formamide), P(=O)(Cl)(Cl)Cl (phosphorous oxychloride), C(C)OC(=O)C1=C(NC=C1C)C (2,4-dimethyl-1H-pyrrole-3-carboxylic acid ethyl ester), CN(C=O)C (dimethyl formamide). Reaction conditions: temperature 0 celsius. Product: C(C)OC(=O)C1=C(NC(=C1C)C=O)C (5-formyl-2,4-dimethyl-1H-pyrrole-3-carboxylic acid ethyl ester). Reaction SMILES: P(Cl)(Cl)(Cl)=O.[CH2:6]([O:8][C:9]([C:11]1[C:15]([CH3:16])=[CH:14][NH:13][C:12]=1[CH3:17])=[O:10])[CH3:7].CN(C)[CH:20]=[O:21]>>[CH2:6]([O:8][C:9]([C:11]1[C:15]([CH3:16])=[C:14]([CH:20]=[O:21])[NH:13][C:12]=1[CH3:17])=[O:10])[CH3:7]. Procedure: Into a 5-L four necked round-bottomed flask equipped with a mechanical stirrer, a thermometer pocket, addition funnel, air condenser and a nitrogen bubbler was charged dimethyl formamide (1.05 L). The solvent was cooled to 0° C. To this chilled solvent, phosphorous oxychloride (0.434 L) was charged at below 5° C. After addition, the temperature of the reaction mixture was slowly brought to 25-30° C. Then a solution of 2,4-dimethyl-1H-pyrrole-3-carboxylic acid ethyl ester (III) (0.7 Kg; 4.2 mole)... Reactants: C(C1=CC=CC=C1)N1CCC(CC1)(O)C(=O)C1=CC=C(C=C1)F ((1-Benzyl-4-hydroxy-piperidin-4-yl)-(4-fluoro-phenyl)-methanone), CO (methanol). Reagents/catalysts: [Pd] (Palladium on charcoal). Solvent: C(C)(=O)OCC (ethyl acetate). The product is FC1=CC=C(C=C1)C(=O)C1(CCNCC1)O ((4-Fluoro-phenyl)-(4-hydroxy-piperidin-4-yl)-methanone). Yield: 100.0%. As a reaction SMILES: C([N:8]1[CH2:13][CH2:12][C:11]([C:15]([C:17]2[CH:22]=[CH:21][C:20]([F:23])=[CH:19][CH:18]=2)=[O:16])([OH:14])[CH2:10][CH2:9]1)C1C=CC=CC=1.CO>C(OCC)(=O)C.[Pd]>[F:23][C:20]1[CH:21]=[CH:22][C:17]([C:15]([C:11]2([OH:14])[CH2:12][CH2:13][NH:8][CH2:9][CH2:10]2)=[O:16])=[CH:18][CH:19]=1. Reported procedure: (0.550 g, 1.76 mmol) of (1-Benzyl-4-hydroxy-piperidin-4-yl)-(4-fluoro-phenyl)-methanone was hydrogenated in 4 mL of ethyl acetate and 2 mL of methanol using 0.065 g, (0.61 mmol) of Palladium on charcoal to yield 0.392 g of the title compound (1.76 mmol, 100% yield) as a off-white solid after filtration of the catalyst and removal of the solvent under vacuum. MS (m/e): 314.0 (M+H+). The reactants are NC(C=1SC=CC1)=NC1=CC(=C(C=C1)N1CCN(CC1)C(=O)NCCCCC1SSCC1)C (4-(4-{[-amino(2-thienyl)methylidene]amino}-2-methylphenyl)-N-[4-(1,2-dithiolan-3-yl)butyl]-1-piperazinecarboxamide), ClC1=C(C=C(C=C1)[N+](=O)[O-])OC (2-chloro-5-nitroanisole). Product: NC(C=1SC=CC1)=NC1=CC(=C(C=C1)N1CCN(CC1)C(=O)NCCCCC1SSCC1)OC (4-(4-{[amino(2-thienyl)methylidene]amino}-2-methoxyphenyl)-N-[4-(1,2-dithiolan-3-yl)butyl]-1-piperazinecarboxamide). The yield is 25.0%. Reaction SMILES: [NH2:1][C:2](=[N:8][C:9]1[CH:14]=[CH:13][C:12]([N:15]2[CH2:20][CH2:19][N:18]([C:21]([NH:23][CH2:24][CH2:25][CH2:26][CH2:27][CH:28]3[CH2:32][CH2:31][S:30][S:29]3)=[O:22])[CH2:17][CH2:16]2)=[C:11](C)[CH:10]=1)[C:3]1[S:4][CH:5]=[CH:6][CH:7]=1.ClC1C=CC([N+]([O-])=O)=C[C:36]=1[O:44]C>>[NH2:1][C:2](=[N:8][C:9]1[CH:14]=[CH:13][C:12]([N:15]2[CH2:20][CH2:19][N:18]([C:21]([NH:23][CH2:24][CH2:25][CH2:26][CH2:27][CH:28]3[CH2:32][CH2:31][S:30][S:29]3)=[O:22])[CH2:17][CH2:16]2)=[C:11]([O:44][CH3:36])[CH:10]=1)[C:3]1[S:4][CH:5]=[CH:6][CH:7]=1. Reported procedure: The experimental protocol used is the same as that described for the compound of Example 6, 2-chloro-5-nitroanisole replacing 2-fluoro-5-nitrotoluene. A pale yellow solid product is obtained (yield 25%). Melting point: 185.6-186.3° C. Starting materials: FC(C(=O)O)(F)F.FC(C(=O)O)(F)F.ClC=1C=NC=2NC=3C=CC=C(CCC4=C(C=CC(NC1N2)=C4)NC(=O)[C@H]4CNCC4)C3 ((3R)—N-[6-chloro-2,4,8,22-tetraazatetracyclo[14.3.1.1(3,7).1(9,13)]docosa-1(20),3(22),4,6,9(21),10,12,16,18-nonaen-12-yl]pyrrolidine-3-carboxamide bis(trifluoroacetate)), C1(=CC=CC=C1)N=C=O (phenyl isocyanate). Yields the product FC(C(=O)O)(F)F.ClC=1C=NC=2NC=3C=CC=C(CCC4=C(C=CC(NC1N2)=C4)NC(=O)[C@H]4CN(CC4)C(=O)NC4=CC=CC=C4)C3 ((3R)—N(3)-[6-Chloro-2,4,8,22-tetraazatetracyclo[14.3.1.1(3,7).1(9,13)]docosa-1(20),3(22),4,6,9(21),10,12,16,18-nonaen-12-yl]-N(1)-phenylpyrrolidine-1,3-dicarboxamide trifluoroacetate). The yield is 46.0%. As a reaction SMILES: [F:1][C:2]([F:7])([F:6])[C:3]([OH:5])=[O:4].FC(F)(F)C(O)=O.[Cl:15][C:16]1[CH:17]=[N:18][C:19]2[NH:20][C:21]3[CH:22]=[CH:23][CH:24]=[C:25]([CH:45]=3)[CH2:26][CH2:27][C:28]3[CH:36]=[C:32]([NH:33][C:34]=1[N:35]=2)[CH:31]=[CH:30][C:29]=3[NH:37][C:38]([C@@H:40]1[CH2:44][CH2:43][NH:42][CH2:41]1)=[O:39].[C:46]1([N:52]=[C:53]=[O:54])[CH:51]=[CH:50][CH:49]=[CH:48][CH:47]=1>>[F:1][C:2]([F:7])([F:6])[C:3]([OH:5])=[O:4].[Cl:15][C:16]1[CH:17]=[N:18][C:19]2[NH:20][C:21]3[CH:22]=[CH:23][CH:24]=[C:25]([CH:45]=3)[CH2:26][CH2:27][C:28]3[CH:36]=[C:32]([NH:33][C:34]=1[N:35]=2)[CH:31]=[CH:30][C:29]=3[NH:37][C:38]([C@@H:40]1[CH2:44][CH2:43][N:42]([C:53]([NH:52][C:46]2[CH:51]=[CH:50][CH:49]=[CH:48][CH:47]=2)=[O:54])[CH2:41]1)=[O:39] |f:0.1.2,4.5|. Reported procedure: The desired compound was prepared according to the procedure of Example A9, step H using (3R)—N-[6-chloro-2,4,8,22-tetraazatetracyclo[14.3.1.1(3,7).1(9,13)]docosa-1(20),3(22),4,6,9(21),10,12,16,18-nonaen-12-yl]pyrrolidine-3-carboxamide bis(trifluoroacetate) and phenyl isocyanate as starting materials in 46% yield. 1H NMR (300 MHz, DMSO-d6): δ 9.53 (s, 1H), 9.42 (s, 1H), 9.34 (s, 1H), 8.21 (s, 1H), 8.14 (s, 1H), 8.00 (s, 1H), 7.78 (s, 1H), 7.50 (d, 2H), 7.20 (m, 3H), 7.08 (m, 2H), 6.90 (m, 2H), 6... The reactants are CN(CCCC1(C2=C(C=CC3=C1C=C(C=C3)SC)C=CC=C2)O)C (5-(3-Dimethylaminopropyl)-5-hydroxy-3-methylmercapto-5H-dibenzo[a,d]cycloheptene), [OH-].[Na+] (sodium hydroxide), product, OO (hydrogen peroxide), S(=O)=O (sulfur dioxide). The solvent is C(C)(=O)O (acetic acid). Yields the product CN(CCCC1(C2=C(C=CC3=C1C=C(C=C3)S(=O)(=O)C)C=CC=C2)O)C (5-(3-dimethylaminopropyl)-5-hydroxy-3-methylsulfonyl-5H-dibenzo[a,d]cycloheptene). Reaction SMILES: [CH3:1][N:2]([CH3:24])[CH2:3][CH2:4][CH2:5][C:6]1([OH:23])[C:12]2[CH:13]=[C:14]([S:17][CH3:18])[CH:15]=[CH:16][C:11]=2[CH:10]=[CH:9][C:8]2[CH:19]=[CH:20][CH:21]=[CH:22][C:7]1=2.OO.S(=O)=[O:28].[OH-:30].[Na+]>C(O)(=O)C>[CH3:24][N:2]([CH3:1])[CH2:3][CH2:4][CH2:5][C:6]1([OH:23])[C:12]2[CH:13]=[C:14]([S:17]([CH3:18])(=[O:28])=[O:30])[CH:15]=[CH:16][C:11]=2[CH:10]=[CH:9][C:8]2[CH:19]=[CH:20][CH:21]=[CH:22][C:7]1=2 |f:3.4|. Procedure: 5-(3-Dimethylaminopropyl)-5-hydroxy-3-methylmercapto-5H-dibenzo[a,d]cycloheptene, 21.53 g. (0.063 mole), is dissolved in glacial acetic acid, 250 ml., and the solution is cooled in an ice-bath while 30% hydrogen peroxide, 25.8 ml., is added dropwise with stirring. After standing at room temperature for twenty-two hours, the solution is saturated with sulfur dioxide for 1 hour with periodic cooling in an ice-bath. The solution is made basic with 10 N. sodium hydroxide solution, 625 ml., and extra...